From a dataset of the Open Reaction Database (ORD), a public repository of structured organic reaction records. describe an organic reaction: reactants, conditions, products, and yield Reactants: ClCCOC1=CC=CC2=CC=C(C=C12)F (1-(2-chloroethoxy)-7-fluoronaphthalene), NCCO (2-aminoethanol), CN(C=O)C (N,N-dimethylformamide), FC1=CC=C2C=CC=C(C2=C1)OCCNCCO (2-({2-[(7-fluoronaphthalen-1-yl)oxy]ethyl}amino)ethanol), C([O-])(O)=O.[Na+] (sodium bicarbonate). Run at temperature 80 celsius. Yields the product FC1=CC=C2C=CC=C(C2=C1)OCCN1C(C=2N(CC1)C(C(=CC2)C2=CN=C(O2)C)=O)=O (2-{2-[(7-Fluoronaphthalen-1-yl)oxy]ethyl}-7-(2-methyl-1,3-oxazol-5-yl)-3,4-dihydro-2H-pyrido[1,2-a]pyrazine-1,6-dione). Reaction SMILES: [F:1][C:2]1[CH:11]=[C:10]2[C:5]([CH:6]=[CH:7][CH:8]=[C:9]2[O:12][CH2:13][CH2:14][NH:15][CH2:16][CH2:17]O)=[CH:4][CH:3]=1.Cl[CH2:20][CH2:21][O:22][C:23]1[C:32]2C(=CC=C(F)C=2)[CH:26]=[CH:25][CH:24]=1.[NH2:34][CH2:35][CH2:36][OH:37].[C:38](=[O:41])(O)[O-].[Na+].C[N:44](C)C=O>>[F:1][C:2]1[CH:11]=[C:10]2[C:5]([CH:6]=[CH:7][CH:8]=[C:9]2[O:12][CH2:13][CH2:14][N:15]2[CH2:16][CH2:17][N:34]3[C:38](=[O:41])[C:22]([C:23]4[O:24][C:25]([CH3:26])=[N:44][CH:32]=4)=[CH:21][CH:20]=[C:35]3[C:36]2=[O:37])=[CH:4][CH:3]=1 |f:3.4|. Procedure: Synthesis of 2-({2-[(7-fluoronaphthalen-1-yl)oxy]ethyl}amino)ethanol (C41). A solution of 1-(2-chloroethoxy)-7-fluoronaphthalene (C40) (429 mg, 1.59 mmol) in N,N-dimethylformamide (8.9 mL) was treated with 2-aminoethanol (1.03 mL, 18.6 mmol) and heated to 80° C. for 18 hours. The reaction was cooled to room temperature, treated with saturated aqueous sodium bicarbonate solution (100 mL) and extracted with ethyl acetate (3×75 mL). The combined organic layers were washed with aqueous sodium hydrox... The reactants are BrC=1C(=C(SC1C)C)C(C(=O)OCC)=O (ethyl 2-(4-bromo-2,5-dimethylthiophen-3-yl)-2-oxoacetate), [BH4-].[BH4-].[BH4-].[BH4-].[Na+].[Na+].[Na+].[Na+] (sodium tetraborohydride). The solvent is O1CCCC1 (tetrahydrofuran), C(C)O (ethanol). Conditions: temperature 0 celsius, time 1 hour. Yields the product BrC=1C(=C(SC1C)C)C(C(=O)OCC)O (ethyl 2-(4-bromo-2,5-dimethylthiophen-3-yl)-2-hydroxyacetate). The yield is 80.1%. As a reaction SMILES: [Br:1][C:2]1[C:3]([C:9](=[O:15])[C:10]([O:12][CH2:13][CH3:14])=[O:11])=[C:4]([CH3:8])[S:5][C:6]=1[CH3:7].[BH4-].[BH4-].[BH4-].[BH4-].[Na+].[Na+].[Na+].[Na+]>O1CCCC1.C(O)C>[Br:1][C:2]1[C:3]([CH:9]([OH:15])[C:10]([O:12][CH2:13][CH3:14])=[O:11])=[C:4]([CH3:8])[S:5][C:6]=1[CH3:7] |f:1.2.3.4.5.6.7.8|. Reported procedure: To a solution of ethyl 2-(4-bromo-2,5-dimethylthiophen-3-yl)-2-oxoacetate (28c) (1 g, 3.56 mmol) in tetrahydrofuran (22.5 mL) and ethanol (5.6 mL) cooled to 0° C. is added sodium tetraborohydride (121.2 mg, 3.20 mmol). The mixture is stirred at 0° C. for 1 hour. The mixture is quenched with HCl (1N) and extracted with ethyl acetate. The organic extract is washed with brine, dried over sodium sulfate, filtered and concentrated to afford the desired alcohol (28d) as a white solid (836 mg, 2.85 mmo...